Dataset: the Open Reaction Database (ORD), a public repository of structured organic reaction records. Task: describe an organic reaction: reactants, conditions, products, and yield The reactants are CCCCOc1cc(CO)ccc1Br, ClCCl, O=S(Cl)Cl. Yields the product CCCCOc1cc(CCl)ccc1Br. RXN SMILES: [Br:1][c:2]1[c:3]([O:10][CH2:11][CH2:12][CH2:13][CH3:14])[cH:4][c:5]([CH2:8][OH:9])[cH:6][cH:7]1.[Cl:19][CH2:20][Cl:21].[S:15]([Cl:16])([Cl:17])=[O:18]>>[Br:1][c:2]1[c:3]([O:10][CH2:11][CH2:12][CH2:13][CH3:14])[cH:4][c:5]([CH2:8][Cl:17])[cH:6][cH:7]1. RXN SMILES: I[C:2]1[CH:3]=[N:4][N:5]([C:7]2[CH:12]=[CH:11][C:10]([N+:13]([O-:15])=[O:14])=[CH:9][N:8]=2)[CH:6]=1.[CH:16]1(B(O)O)[CH2:18][CH2:17]1.C1(P(C2CCCCC2)C2CCCCC2)CCCCC1.P([O-])([O-])([O-])=O.[K+].[K+].[K+]>C([O-])(=O)C.[Pd+2].C([O-])(=O)C>[CH:16]1([C:2]2[CH:3]=[N:4][N:5]([C:7]3[CH:12]=[CH:11][C:10]([N+:13]([O-:15])=[O:14])=[CH:9][N:8]=3)[CH:6]=2)[CH2:18][CH2:17]1 |f:3.4.5.6,7.8.9|. Reagents/catalysts: C(C)(=O)[O-].[Pd+2].C(C)(=O)[O-] (palladium acetate). Reported procedure: A flask was charged with a mixture of the 2-(4-iodo-1H-pyrazol-1-yl)-5-nitropyridine (0.600 g, 1.90 mmol), cyclopropylboronic acid (652 mg, 7.59 mmol), palladium acetate (43 mg, 0.19 mmol), tricyclohexylphosphine (112 mg, 0.380 mmol), and tripotassium phosphate (1.41 g, 6.64 mmol) and then equipped with a micro reflux condenser and purged with dry nitrogen. Freshly degassed toluene (10 ml) was added followed by degassed water (0.4 ml) and the mixture was heated to reflux for 12 hours. The reacti... The product is C1(CC1)C=1C=NN(C1)C1=NC=C(C=C1)[N+](=O)[O-] (2-(4-cyclopropyl-1H-pyrazol-1-yl)-5-nitropyridine). Reactants: IC=1C=NN(C1)C1=NC=C(C=C1)[N+](=O)[O-] (2-(4-iodo-1H-pyrazol-1-yl)-5-nitropyridine), C1(CC1)B(O)O (cyclopropylboronic acid), C1(CCCCC1)P(C1CCCCC1)C1CCCCC1 (tricyclohexylphosphine), P(=O)([O-])([O-])[O-].[K+].[K+].[K+] (tripotassium phosphate). Yield: 27.4%. The reactants are C(C1=CC=CC=C1)N1N=C(C=2CN(CCC21)C(C)=O)C2=CC=C(C=C2)F (1-[1-Benzyl-3-(4-fluoro-phenyl)-1,4,6,7-tetrahydro-pyrazolo[4,3-c]pyridin-5-yl]-ethanone), Cl (HCl). The solvent is C(C)O (ethanol). Reaction conditions: temperature 80 celsius, time 2 hour. The product is C(C1=CC=CC=C1)N1N=C(C=2CNCCC21)C2=CC=C(C=C2)F (1-Benzyl-3-(4-fluoro-phenyl)-4,5,6,7-tetrahydro-1H-pyrazolo[4,3-c]pyridine). Isolated yield 79.2%. As a reaction SMILES: [CH2:1]([N:8]1[C:16]2[CH2:15][CH2:14][N:13](C(=O)C)[CH2:12][C:11]=2[C:10]([C:20]2[CH:25]=[CH:24][C:23]([F:26])=[CH:22][CH:21]=2)=[N:9]1)[C:2]1[CH:7]=[CH:6][CH:5]=[CH:4][CH:3]=1.Cl>C(O)C>[CH2:1]([N:8]1[C:16]2[CH2:15][CH2:14][NH:13][CH2:12][C:11]=2[C:10]([C:20]2[CH:21]=[CH:22][C:23]([F:26])=[CH:24][CH:25]=2)=[N:9]1)[C:2]1[CH:7]=[CH:6][CH:5]=[CH:4][CH:3]=1. Procedure details: A mixture of 1-[1-Benzyl-3-(4-fluoro-phenyl)-1,4,6,7-tetrahydro-pyrazolo[4,3-c]pyridin-5-yl]-ethanone (6e) (6.9 g, 20 mmol), ethanol (73 ml) and 10N aqueous HCl (137 ml) was stirred at 80° C. for 2 h and then overnight at room temperature. The mixture was concentrated in vacuo and the product was filtrated off and washed with a small amount of cold water to give 4.87 g of 1-Benzyl-3-(4-fluoro-phenyl)-4,5,6,7-tetrahydro-1H-pyrazolo[4,3-c]pyridine; hydrochloride (7b). The reactants are FC([C@@H](C=1C=NC(=CC1)N/N=C/C1=NC2=CC(=C(C=C2C=C1)F)OC)N1C[C@H](CC1)NC(OC(C)(C)C)=O)(F)F (tert-butyl (S)-1-((R)-2,2,2-trifluoro-1-(6-((E)-2-((6-fluoro-7-methoxyquinolin-2-yl)methylene)hydrazinyl)pyridin-3-yl)ethyl)pyrrolidin-3-ylcarbamate), C(C)(=O)O.I(=O)C1=CC=CC=C1 (iodosobenzene acetate). Run in C(Cl)Cl (DCM). Conditions: time 2 hour. Yields the product FC([C@@H](C=1C=CC=2N(C1)C(=NN2)C2=NC1=CC(=C(C=C1C=C2)F)OC)N2C[C@H](CC2)NC(OC(C)(C)C)=O)(F)F (tert-butyl (S)-1-((R)-2,2,2-trifluoro-1-(3-(6-fluoro-7-methoxyquinolin-2-yl)-[1,2,4]triazolo[4,3-a]pyridin-6-yl)ethyl)pyrrolidin-3-ylcarbamate). Isolated yield 72.8%. Reaction SMILES: [F:1][C:2]([F:40])([F:39])[C@H:3]([N:26]1[CH2:30][CH2:29][C@H:28]([NH:31][C:32](=[O:38])[O:33][C:34]([CH3:37])([CH3:36])[CH3:35])[CH2:27]1)[C:4]1[CH:5]=[N:6][C:7]([NH:10]/[N:11]=[CH:12]/[C:13]2[CH:22]=[CH:21][C:20]3[C:15](=[CH:16][C:17]([O:24][CH3:25])=[C:18]([F:23])[CH:19]=3)[N:14]=2)=[CH:8][CH:9]=1.C(O)(=O)C.I(C1C=CC=CC=1)=O>C(Cl)Cl>[F:40][C:2]([F:1])([F:39])[C@H:3]([N:26]1[CH2:30][CH2:29][C@H:28]([NH:31][C:32](=[O:38])[O:33][C:34]([CH3:37])([CH3:35])[CH3:36])[CH2:27]1)[C:4]1[CH:9]=[CH:8][C:7]2[N:6]([C:12]([C:13]3[CH:22]=[CH:21][C:20]4[C:15](=[CH:16][C:17]([O:24][CH3:25])=[C:18]([F:23])[CH:19]=4)[N:14]=3)=[N:11][N:10]=2)[CH:5]=1 |f:1.2|. Procedure details: To tert-butyl (S)-1-((R)-2,2,2-trifluoro-1-(6-((E)-2-((6-fluoro-7-methoxyquinolin-2-yl)methylene)hydrazinyl)pyridin-3-yl)ethyl)pyrrolidin-3-ylcarbamate (150 mg, 0.267 mmol) in DCM (5 mL) was added iodosobenzene acetate (112 mg, 0.347 mmol), and the reaction was stirred at ambient temperature for 2 hours. After concentration, the residue was purified by reverse phase chromatography (SP4, 12M, eluting with a gradient of water/ACN 100:0 to 0:100, 20 column volumes) to yield tert-butyl (S)-1-((R)-2,...